Dataset: the Open Reaction Database (ORD), a public repository of structured organic reaction records. Task: describe an organic reaction: reactants, conditions, products, and yield The reactants are Oc1c(nc(Br)c2cccnc12)C(=O)NCc3ccc(F)cc3, OB(O)c1cccnc1. Reagents/catalysts: CCN=P(N=P(N(C)C)(N(C)C)N(C)C)(N(C)C)N(C)C (P2-Et), CC(C)c1cc(C(C)C)c(-c2ccccc2[PH](C(C)(C)C)(C(C)(C)C)[Pd]2(OS(C)(=O)=O)Nc3ccccc3-c3ccccc32)c(C(C)C)c1 (tBuXphos G3). Solvent: CS(C)=O (DMSO), O (water), CS(C)=O (DMSO), CS(C)=O (DMSO), CS(C)=O (DMSO). Run at time 22 hour. The product is Oc1c(nc(c2cccnc2)c3cccnc13)C(=O)NCc4ccc(F)cc4, Oc1c(nc(Br)c2cccnc12)C(=O)NCc3ccc(F)cc3, c1ccc(-c2ccccc2)cc1.